This data is from the Open Reaction Database (ORD), a public repository of structured organic reaction records. The task is: describe an organic reaction: reactants, conditions, products, and yield Starting materials: C(C)OC(=O)Cl (Ethylchloroformate), C12CN(CC(CNC1)C2)CC(COC2=CC=C(C#N)C=C2)O (4-[3-(3,7-Diazabicyclo[3.3.1 ]non-3-yl)-2-hydroxypropoxy]benzonitrile), [OH-].[Na+] (NaOH). Solvent: C(Cl)Cl (DCM). Run at time 1 hour. Product: C(#N)C1=CC=C(OCC(CN2CC3CN(CC(C2)C3)C(=O)OCC)O)C=C1 (Ethyl 7-[3-(4-cyanophenoxy)-2-hydroxypropyl]-3,7-diazabicyclo[3.3.1]-nonane-3-carboxylate). Yield: 49.3%. As a reaction SMILES: [CH2:1]([O:3][C:4](Cl)=[O:5])[CH3:2].[CH:7]12[CH2:15][CH:11]([CH2:12][NH:13][CH2:14]1)[CH2:10][N:9]([CH2:16][CH:17]([OH:28])[CH2:18][O:19][C:20]1[CH:27]=[CH:26][C:23]([C:24]#[N:25])=[CH:22][CH:21]=1)[CH2:8]2.[OH-].[Na+]>C(Cl)Cl>[C:24]([C:23]1[CH:22]=[CH:21][C:20]([O:19][CH2:18][CH:17]([OH:28])[CH2:16][N:9]2[CH2:8][CH:7]3[CH2:15][CH:11]([CH2:12][N:13]([C:4]([O:3][CH2:1][CH3:2])=[O:5])[CH2:14]3)[CH2:10]2)=[CH:27][CH:26]=1)#[N:25] |f:2.3|. Procedure details: Ethylchloroformate (930 mg; 8.4 mmol) was added to a stirred solution of 4-[3-(3,7-diazabicyclo[3.3.1]non-3-yl)-2-hydroxypropoxy]benzonitrile (2.3 g; 7.6 mmol; see Example G above) and NaOH (1.5 mL; 10 M) in DCM (60 mL). The solution was stirred at rt. for 1 h, washed with water and the organic layer was separated, dried (Na2SO4) and concentrated. Purification using column chromatography (DCM:MeOH; 19:1) gave the title compound (1.4 g). The reactants are CCN(C(C)C)C(C)C (DIPEA), Cl.NC1=C(C=C(C=C1)OC)O (2-amino-5-methoxyphenol hydrochloride), crude material, C([O-])([O-])=O.[K+].[K+] (potassium carbonate), CCN(C(C)C)C(C)C (DIPEA), ClCC(=O)Cl (chloroacetyl chloride). Run in C1CCOC1 (THF), CC#N (MeCN), C1CCOC1 (THF). Reaction conditions: temperature 0 celsius, time 5 minute. Yields the product COC1=CC2=C(NC(CO2)=O)C=C1 (7-Methoxy-2H-1,4-benzoxazin-3(4H)-one). The yield is 16.9%. Reaction SMILES: CCN(C(C)C)C(C)C.Cl.[NH2:11][C:12]1[CH:17]=[CH:16][C:15]([O:18][CH3:19])=[CH:14][C:13]=1[OH:20].Cl[CH2:22][C:23](Cl)=[O:24].C(=O)([O-])[O-].[K+].[K+]>C1COCC1.CC#N>[CH3:19][O:18][C:15]1[CH:16]=[CH:17][C:12]2[NH:11][C:23](=[O:24])[CH2:22][O:20][C:13]=2[CH:14]=1 |f:1.2,4.5.6|. Procedure: DIPEA (2.2 mL, 12.5 mmol) was added to 2-amino-5-methoxyphenol hydrochloride (1 g, 5.7 mmol) in THF (13 mL). The reaction mixture was cooled to 0° C., chloroacetyl chloride (0.5 mL, 6.3 mmol) was added portionwise and then stirred at 0° C. for 5 minutes. Further DIPEA (1.1 mL, 6.3 mmol) was added and the mixture was allowed to warm to r.t. and stirred for 3 days. The majority of the THF was removed in vacuo. EtOAc (50 mL) and water (50 mL) were added. The aqueous layer was extracted with EtOAc (... Product: ClC1=CC(=C(C=2C=C(OC21)C(CC)S(=O)(=O)C)C=2C(N(C(=CC2)C(F)(F)F)C)=O)F (3-[7-chloro-5-fluoro-2-(1-methylsulfonylpropyl)benzofuran-4-yl]-1-methyl-6-trifluoromethyl-2-(1H)-pyridone). As a reaction SMILES: [Cl:1][C:2]1[C:10]2[O:9][C:8]([CH:11]([S:14][CH3:15])[CH2:12][CH3:13])=[CH:7][C:6]=2[C:5]([C:16]2[C:17](=[O:27])[N:18]([CH3:26])[C:19]([C:22]([F:25])([F:24])[F:23])=[CH:20][CH:21]=2)=[C:4]([F:28])[CH:3]=1.[OH2:29].OOS([O-])=O.[K+].C[OH:37]>>[Cl:1][C:2]1[C:10]2[O:9][C:8]([CH:11]([S:14]([CH3:15])(=[O:37])=[O:29])[CH2:12][CH3:13])=[CH:7][C:6]=2[C:5]([C:16]2[C:17](=[O:27])[N:18]([CH3:26])[C:19]([C:22]([F:24])([F:23])[F:25])=[CH:20][CH:21]=2)=[C:4]([F:28])[CH:3]=1 |f:2.3|. Conditions: time 2 hour. The reactants are O (water), OOS(=O)[O-].[K+] (Oxone), ClC1=CC(=C(C=2C=C(OC21)C(CC)SC)C=2C(N(C(=CC2)C(F)(F)F)C)=O)F (3-[7-chloro-5-fluoro-2-(1-methylthiopropyl)benzofuran-4-yl]-1-methyl-6-trifluoromethyl-2-(1H)-pyridone), CO (methanol). Isolated yield 85.0%. Procedure: 0.20 g (0.461 mmol) of 3-[7-chloro-5-fluoro-2-(1-methylthiopropyl)benzofuran-4-yl]-1-methyl-6-trifluoromethyl-2-(1H)-pyridone was dissolved in 15 ml of methanol, and 5 ml of water and 0.57 g (0.922 mmol) of Oxone were added thereto, followed by stirring at room temperature for 2 hours. Insoluble substances were removed by filtration. Then, methanol was distilled off under reduced pressure, and the obtained residue was poured into water and extracted with ethyl acetate. After washing with water, ... Product: COC=1C=C(C=CC1OC)/C=C/C(=O)N1C(NC2=C1C=CC=C2)=O ((E)-1-(3-(3,4-dimethoxyphenyl)acryloyl)-1H-benzo[d]imidazol-2(3H)-one). Reaction conditions: time 1 hour. Starting materials: COC=1C=C(C=CC1OC)/C=C/C(=O)Cl ((E)-3-(3,4-dimethoxyphenyl)acryloyl chloride), N1C(NC2=C1C=CC=C2)=O (1H-benzo[d]imidazol-2(3H)-one), [H-].[Na+] (sodium hydride), [H][H] (hydrogen). Reaction SMILES: [NH:1]1[C:5]2[CH:6]=[CH:7][CH:8]=[CH:9][C:4]=2[NH:3][C:2]1=[O:10].[H-].[Na+].[H][H].[CH3:15][O:16][C:17]1[CH:18]=[C:19](/[CH:25]=[CH:26]/[C:27](Cl)=[O:28])[CH:20]=[CH:21][C:22]=1[O:23][CH3:24]>CN(C=O)C>[CH3:15][O:16][C:17]1[CH:18]=[C:19](/[CH:25]=[CH:26]/[C:27]([N:1]2[C:5]3[CH:6]=[CH:7][CH:8]=[CH:9][C:4]=3[NH:3][C:2]2=[O:10])=[O:28])[CH:20]=[CH:21][C:22]=1[O:23][CH3:24] |f:1.2|. The solvent is CN(C)C=O (DMF), CN(C)C=O (DMF). Yield: 98.7%. Procedure: To a solution of 1H-benzo[d]imidazol-2(3H)-one (268 mg, 2 mmol) in DMF (10 mL) at 0° C. was added 60% oily sodium hydride (88 mg, 2.2 mmol). When hydrogen evolution had ceased, a solution of (E)-3-(3,4-dimethoxyphenyl)acryloyl chloride (240 mg, 0.75 mmol) in DMF (3 mL) was added and the reaction mixture allowed to warm to room temperature and stirred for 1 hour. The reaction was quenched by addition of 1N hydrochloric acid, and extracted with DCM. The combined organic phases were washed with bri... Starting materials: O=C1N(C(C=2NC(=NC2N1CCC)C12CCCC(CCC1)(C2)C=O)=O)CCC (5-(2,6-Dioxo-1,3-dipropyl-2,3,6,7-tetrahydro-1H-purin-8-yl)-bicyclo[3.3.1]nonane-1-carbaldehyde), COC(C)=O (acetic acid methyl ester), COC(C)=O (acetic acid methyl ester), [Li+].[OH-] (LiOH), O (water). Run in C1CCOC1 (THF), CO (MeOH). Conditions: time 8 hour. Product: O=C1N(C(C=2NC(=NC2N1CCC)C12CCCC(CCC1)(C2)C=CC(=O)O)=O)CCC (3-[5-(2,6-Dioxo-1,3-dipropyl-2,3,6,7-tetrahydro-1H-purin-8-yl)-bicyclo[3.3.1]non-1-yl]-acrylic acid). Reaction SMILES: [O:1]=[C:2]1[N:10]([CH2:11][CH2:12][CH3:13])[C:9]2[N:8]=[C:7]([C:14]34[CH2:22][C:18]([CH:23]=O)([CH2:19][CH2:20][CH2:21]3)[CH2:17][CH2:16][CH2:15]4)[NH:6][C:5]=2[C:4](=[O:25])[N:3]1[CH2:26][CH2:27][CH3:28].C[O:30][C:31](=[O:33])[CH3:32].[Li+].[OH-].O>C1COCC1.CO>[O:1]=[C:2]1[N:10]([CH2:11][CH2:12][CH3:13])[C:9]2[N:8]=[C:7]([C:14]34[CH2:22][C:18]([CH:23]=[CH:32][C:31]([OH:33])=[O:30])([CH2:19][CH2:20][CH2:21]3)[CH2:17][CH2:16][CH2:15]4)[NH:6][C:5]=2[C:4](=[O:25])[N:3]1[CH2:26][CH2:27][CH3:28] |f:2.3|. Reported procedure: 5-(2,6-Dioxo-1,3-dipropyl-2,3,6,7-tetrahydro-1H-purin-8-yl)-bicyclo[3.3.1]nonane-1-carbaldehyde (355 mg) was taken in THF (25 ml). Triphenyl-□□-phosphanylidene)-acetic acid methyl ester (614 mg) was added and refluxed overnight. Next day another 460 mg of Triphenyl-□□-phosphanylidene)-acetic acid methyl ester was added and refluxed for 24 hrs. Cooled to RT LiOH (210 mg), water (2 ml), MeOH (5 ml) were added and stirred at rt overnight. Solvent was removed under reduced pressure. Diluted with wat...